Dataset: the Open Reaction Database (ORD), a public repository of structured organic reaction records. Task: describe an organic reaction: reactants, conditions, products, and yield Reactants: C(C)N(C(C1=CC=CC=C1)=O)CC (N,N-Diethylbenzamide), N1CCSCC1 (thiomorpholine), C1(CCC1)C(=O)Cl (cyclobutanecarbonyl chloride). The product is C1(CCC1)C(=O)N1CCSCC1 (4-(Cyclobutylcarbonyl)thiomorpholine). RXN SMILES: [CH2:1]([N:3]([CH2:12][CH3:13])[C:4](=[O:11])[C:5]1[CH:10]=[CH:9][CH:8]=CC=1)[CH3:2].N1CC[S:17]CC1.C1(C(Cl)=O)CCC1>>[CH:5]1([C:4]([N:3]2[CH2:1][CH2:2][S:17][CH2:13][CH2:12]2)=[O:11])[CH2:10][CH2:9][CH2:8]1. Reported procedure: The product of Example 42 was followed using thiomorpholine and cyclobutanecarbonyl chloride giving the desired product as a solid, mp 39°-40° C. Starting materials: OC(CCN(C(OC(C)(C)C)=O)C)CC ((3-hydroxypentyl)methylcarbamic acid, 1,1-dimethylethyl ester), ClC1=CC(=C(C=C1)[N+](=O)[O-])F (4-chloro-2-fluoronitrobenzene). Product: ClC=1C=CC(=C(OC(CCN(C(OC(C)(C)C)=O)C)CC)C1)[N+](=O)[O-] ([3-(5-Chloro-2-nitrophenoxy)pentyl]methylcarbamic Acid, 1,1-dimethylethyl ester). Reaction SMILES: [OH:1][CH:2]([CH2:14][CH3:15])[CH2:3][CH2:4][N:5]([CH3:13])[C:6](=[O:12])[O:7][C:8]([CH3:11])([CH3:10])[CH3:9].[Cl:16][C:17]1[CH:22]=[CH:21][C:20]([N+:23]([O-:25])=[O:24])=[C:19](F)[CH:18]=1>>[Cl:16][C:17]1[CH:18]=[CH:19][C:20]([N+:23]([O-:25])=[O:24])=[C:21]([CH:22]=1)[O:1][CH:2]([CH2:14][CH3:15])[CH2:3][CH2:4][N:5]([CH3:13])[C:6](=[O:12])[O:7][C:8]([CH3:10])([CH3:11])[CH3:9]. Procedure: The title compound was prepared according to the method of Example 3 step (b) but using (3-hydroxypentyl)methylcarbamic acid, 1,1-dimethylethyl ester and 4-chloro-2-fluoronitrobenzene. Starting materials: C(C)(C)(C)OC(=O)C=1OC2=C(C1)C=CC(=C2)OCC2=CC=CC=C2 (6-benzyloxy-benzofuran-2-carboxylic acid tert-butyl ester), [H][H] (hydrogen). Reagents/catalysts: [Pd] (Pd/C). Run in C1CCOC1 (THF), CO (MeOH). Yields the product C(C)(C)(C)OC(=O)C=1OC2=C(C1)C=CC(=C2)O (6-Hydroxy-benzofuran-2-carboxylic acid tert-butyl ester). Isolated yield 97.3%. As a reaction SMILES: [C:1]([O:5][C:6]([C:8]1[O:9][C:10]2[CH:16]=[C:15]([O:17]CC3C=CC=CC=3)[CH:14]=[CH:13][C:11]=2[CH:12]=1)=[O:7])([CH3:4])([CH3:3])[CH3:2].[H][H]>C1COCC1.CO.[Pd]>[C:1]([O:5][C:6]([C:8]1[O:9][C:10]2[CH:16]=[C:15]([OH:17])[CH:14]=[CH:13][C:11]=2[CH:12]=1)=[O:7])([CH3:4])([CH3:2])[CH3:3]. Procedure details: A solution of 6-benzyloxy-benzofuran-2-carboxylic acid tert-butyl ester (5.68 g, 17.5 mmol) in THF (50 mL) and MeOH (20 mL) is added to Pd/C (5%, 200 mg). The mixture is stirred under a balloon of hydrogen for 16 hours at room temperature. The mixture is filtered through a pad of diatomaceous earth and the filtrate is concentrated under reduced pressure. The residue is purified by silica gel chromatography eluting with 25% EtOAc/Hexanes to provide the title compound (3.99 g, 97%). LC-ES/MS m/e 2... The reactants are CO, BrCC1CC1, [K+], [OH-], N#CSc1ccc[nH]1. The product is c1c[nH]c(SCC2CC2)c1. Reaction SMILES: [CH3:16][OH:17].[CH:9]1([CH2:12][Br:13])[CH2:10][CH2:11]1.[K+:15].[OH-:14].[S:1]([C:2]#[N:3])[c:4]1[nH:5][cH:6][cH:7][cH:8]1>>[S:1]([CH2:2][CH:9]1[CH2:10][CH2:11]1)[c:4]1[nH:5][cH:6][cH:7][cH:8]1. Starting materials: CCCCN(CCCC)CCCC, CO, Cc1cccc(C2CC2)c1O, Cl, [K+], [OH-], Oc1cc(Cl)nnc1Cl. Yields the product Cc1cccc(C2CC2)c1Oc1nnc(Cl)cc1O. As a reaction SMILES: [CH3:21][CH2:22][CH2:23][CH2:24][N:25]([CH2:26][CH2:27][CH2:28][CH3:29])[CH2:30][CH2:31][CH2:32][CH3:33].[CH3:37][OH:38].[CH:10]1([c:13]2[c:14]([OH:20])[c:15]([CH3:19])[cH:16][cH:17][cH:18]2)[CH2:11][CH2:12]1.[ClH:36].[K+:35].[OH-:34].[OH:1][c:2]1[c:3]([Cl:9])[n:4][n:5][c:6]([Cl:8])[cH:7]1>>[OH:1][c:2]1[c:3]([O:20][c:14]2[c:13]([CH:10]3[CH2:11][CH2:12]3)[cH:18][cH:17][cH:16][c:15]2[CH3:19])[n:4][n:5][c:6]([Cl:8])[cH:7]1. Starting materials: N#N (N2), C(C)(C)(C)[Si](OC(C)C=1OC(=CN1)CN1N=CC(=N1)N)(C)C (2-{2-[1-(tert-Butyl-dimethyl-silanyloxy)-ethyl]-oxazol-5-ylmethyl}-2H-[1,2,3]triazol-4-ylamine), C1(=CC=CC=C1)C1=C(N=CO1)C(=O)O (5-phenyl-oxazole-4-carboxylic acid), C=1C=CC2=C(C1)N=NN2O (HOBt), C(CCl)Cl (EDC). Reagents/catalysts: CN(C)C=1C=CN=CC1 (DMAP). Solvent: O (water), C(Cl)Cl (CH2Cl2), C(Cl)Cl (CH2Cl2), C(Cl)Cl (CH2Cl2). Reaction conditions: time 30 minute. Yields the product C(C)(C)(C)[Si](OC(C)C=1OC(=CN1)CN1N=CC(=N1)NC(=O)C=1N=COC1C1=CC=CC=C1)(C)C (5-Phenyl-oxazole-4-carboxylic acid (2-{2-[1-(tert-butyl-dimethyl-silanyloxy)-ethyl]-oxazol-5-ylmethyl}-2H-[1,2,3]triazol-4-yl)-amide). As a reaction SMILES: N#N.[C:3]1([C:9]2[O:13][CH:12]=[N:11][C:10]=2[C:14]([OH:16])=O)[CH:8]=[CH:7][CH:6]=[CH:5][CH:4]=1.C1C=CC2N(O)N=NC=2C=1.C(Cl)CCl.[C:31]([Si:35]([CH3:52])([CH3:51])[O:36][CH:37]([C:39]1[O:40][C:41]([CH2:44][N:45]2[N:49]=[C:48]([NH2:50])[CH:47]=[N:46]2)=[CH:42][N:43]=1)[CH3:38])([CH3:34])([CH3:33])[CH3:32]>C(Cl)Cl.CN(C1C=CN=CC=1)C.O>[C:31]([Si:35]([CH3:52])([CH3:51])[O:36][CH:37]([C:39]1[O:40][C:41]([CH2:44][N:45]2[N:49]=[C:48]([NH:50][C:14]([C:10]3[N:11]=[CH:12][O:13][C:9]=3[C:3]3[CH:4]=[CH:5][CH:6]=[CH:7][CH:8]=3)=[O:16])[CH:47]=[N:46]2)=[CH:42][N:43]=1)[CH3:38])([CH3:34])([CH3:33])[CH3:32]. Procedure: In a flame dried round-bottomed flask equipped with a magnetic stir bar and under inert atmosphere (N2), a solution of 5-phenyl-oxazole-4-carboxylic acid (47 mg, 0.25 mmol) in CH2Cl2 (1.5 mL) was treated at rt with HOBt (40 mg, 0.30 mmol), EDC (119 mg, 0.62 mmol), DMAP (8 mg, 0.06 mmol) and the resulting mixture was stirred at rt for 30 min. 2-{2-[1-(tert-Butyl-dimethyl-silanyloxy)-ethyl]-oxazol-5-ylmethyl}-2H-[1,2,3]triazol-4-ylamine (80 mg, 0.25 mmol) in CH2Cl2 (1.0 mL) was then added and the ... Starting materials: CCO, O=C(CCl)c1ccccc1, [Na+], [OH-], O, O=C(O)c1cc(S)cc(C(F)(F)F)c1. Product: O=C(O)c1cc(SCC(=O)c2ccccc2)cc(C(F)(F)F)c1. Reaction SMILES: [CH3:27][CH2:28][OH:29].[Cl:17][CH2:18][C:19](=[O:20])[c:21]1[cH:22][cH:23][cH:24][cH:25][cH:26]1.[Na+:16].[OH-:15].[OH2:30].[SH:1][c:2]1[cH:3][c:4]([C:5](=[O:6])[OH:7])[cH:8][c:9]([C:11]([F:12])([F:13])[F:14])[cH:10]1>>[S:1]([c:2]1[cH:3][c:4]([C:5](=[O:6])[OH:7])[cH:8][c:9]([C:11]([F:12])([F:13])[F:14])[cH:10]1)[CH2:18][C:19](=[O:20])[c:21]1[cH:22][cH:23][cH:24][cH:25][cH:26]1. Starting materials: [H-].C(C(C)C)[Al+]CC(C)C (diisobutylaluminum hydride), [BH4-].[Na+] (NaBH4), [NH4+].[Cl-] (NH4Cl), C1(=CC=CC=C1)C=1N(C=CN1)C1=CC=C(C#N)C=C1 (4-(2-phenylimidazol-1-yl)benzonitrile), [NH4+].[Cl-] (NH4Cl), CO (methanol). The solvent is ClCCl (dichloromethane), C1(=CC=CC=C1)C (toluene). Run at time 1.5 hour. The product is C1(=CC=CC=C1)C=1N(C=CN1)C1=CC=C(CO)C=C1 (4-(2-Phenylimidazol-1-yl)benzyl alcohol). Yield: 25.0%. As a reaction SMILES: [C:1]1([C:7]2[N:8]([C:12]3[CH:19]=[CH:18][C:15]([C:16]#N)=[CH:14][CH:13]=3)[CH:9]=[CH:10][N:11]=2)[CH:6]=[CH:5][CH:4]=[CH:3][CH:2]=1.[H-].C([Al+]CC(C)C)C(C)C.[NH4+].[Cl-].[BH4-].[Na+].C[OH:35]>ClCCl.C1(C)C=CC=CC=1>[C:1]1([C:7]2[N:8]([C:12]3[CH:19]=[CH:18][C:15]([CH2:16][OH:35])=[CH:14][CH:13]=3)[CH:9]=[CH:10][N:11]=2)[CH:6]=[CH:5][CH:4]=[CH:3][CH:2]=1 |f:1.2,3.4,5.6|. Reported procedure: To a solution of 4-(2-phenylimidazol-1-yl)benzonitrile (3.2 g, 13 mmol) in dichloromethane (30 ml) and toluene (20 ml) cooled to -78° C. was added dropwise diisobutylaluminum hydride (13 ml, 13 mmol: 1.02M solution in toluene) under a nitrogen atmosphere and the whole stirred at this temperature for 1.5 h. Saturated aqueous NH4Cl solution (20 ml) was then added carefully to the reaction mixture, and the whole allowed to warm to room temperature. The resulting gelatinous mixture was filtered thro...